From a dataset of the Open Reaction Database (ORD), a public repository of structured organic reaction records. describe an organic reaction: reactants, conditions, products, and yield The yield is 3.5%. Reaction SMILES: [CH3:1][N:2]1[CH2:15][CH2:14][C:5]2[NH:6][C:7]3[CH:8]=[CH:9][C:10]([CH3:13])=[CH:11][C:12]=3[C:4]=2[CH2:3]1.Br[C:17]1[S:18][CH:19]=[CH:20][CH:21]=1.[O-]P([O-])([O-])=O.[K+].[K+].[K+].N1CCC[C@H]1C(O)=O>CN(C=O)C.O.[Cu]I>[CH3:1][N:2]1[CH2:15][CH2:14][C:5]2[N:6]([C:17]3[S:18][CH:19]=[CH:20][CH:21]=3)[C:7]3[CH:8]=[CH:9][C:10]([CH3:13])=[CH:11][C:12]=3[C:4]=2[CH2:3]1 |f:2.3.4.5|. Procedure details: A solution of 2,8-dimethyl-2,3,4,5-tetrahydro-1H-pyrido[4,3-b]indole (0.4 g, 2 mmol), 2-bromothiophene (0.347 mL, 4 mmol), K3PO4 (0.848 g, 4 mmol), CuI (38 mg, 0.2 mmol) and L-Proline (46 mg, 0.39 mmol) in dry DMF (6 mL) was stirred at 150° C. for 16 h. The reaction mixture was diluted with water and extracted with EtOAc. The organic layer was dried over anhydrous sodium sulfate and concentrated under reduced pressure to afford crude material, which was purified by reverse phase HPLC to yield 2,... The product is CN1CC2=C(N(C=3C=CC(=CC23)C)C=2SC=CC2)CC1 (2,8-dimethyl-5-thiophen-2-yl-2,3,4,5-tetrahydro-1H-pyrido[4,3-b]indole). Reagents/catalysts: [Cu]I (CuI). Starting materials: CN1CC2=C(NC=3C=CC(=CC23)C)CC1 (2,8-dimethyl-2,3,4,5-tetrahydro-1H-pyrido[4,3-b]indole), BrC=1SC=CC1 (2-bromothiophene), [O-]P(=O)([O-])[O-].[K+].[K+].[K+] (K3PO4), N1[C@H](C(=O)O)CCC1 (L-Proline). Run in CN(C)C=O (DMF), O (water). Reactants: CCOC(C)=O, CCOC(=O)C(CCN1C(=O)c2ccccc2C1=O)NC1CSc2ccccc2N(CC(=O)OC(C)(C)C)C1=O, Cl. The product is CCOC(=O)C(CCN1C(=O)c2ccccc2C1=O)NC1CSc2ccccc2N(CC(=O)O)C1=O, Cl. RXN SMILES: [C:41]([O:42][CH2:43][CH3:44])(=[O:45])[CH3:46].[CH2:1]([CH3:2])[O:3][C:4](=[O:5])[CH:6]([CH2:7][CH2:8][N:9]1[C:10](=[O:19])[c:11]2[c:12]([cH:15][cH:16][cH:17][cH:18]2)[C:13]1=[O:14])[NH:20][CH:21]1[CH2:22][S:23][c:24]2[c:25]([cH:37][cH:38][cH:39][cH:40]2)[N:26]([CH2:29][C:30](=[O:31])[O:32][C:33]([CH3:34])([CH3:35])[CH3:36])[C:27]1=[O:28].[ClH:47]>>[CH2:1]([CH3:2])[O:3][C:4](=[O:5])[CH:6]([CH2:7][CH2:8][N:9]1[C:10](=[O:19])[c:11]2[c:12]([cH:15][cH:16][cH:17][cH:18]2)[C:13]1=[O:14])[NH:20][CH:21]1[CH2:22][S:23][c:24]2[c:25]([cH:37][cH:38][cH:39][cH:40]2)[N:26]([CH2:29][C:30](=[O:31])[OH:32])[C:27]1=[O:28].[ClH:47].